From a dataset of the Open Reaction Database (ORD), a public repository of structured organic reaction records. describe an organic reaction: reactants, conditions, products, and yield Starting materials: 3A, NC1=NC(=NC2=CC(=C(C=C12)OC)OC)Cl (4-amino-2-chloro-6,7-dimethoxy-quinazoline), O1C(CCC1)C(=O)N1CCNCC1 (1-(2-tetrahydrofuroyl)piperazine), COCCO (2-methoxyethanol), Cl (hydrochloric acid). Solvent: C(C)O (ethanol), 3A, C(C)O (ethanol). Run at temperature 70 celsius. Product: Cl.NC1=NC(=NC2=CC(=C(C=C12)OC)OC)N1CCN(CC1)C(=O)C1OCCC1 (1-(4-amino-6,7-dimethoxy-2-quinazolinyl)-4-(2-tetrahydrofuroyl)piperazine hydrochloride). Yield: 93.1%. Reaction SMILES: [NH2:1][C:2]1[C:11]2[C:6](=[CH:7][C:8]([O:14][CH3:15])=[C:9]([O:12][CH3:13])[CH:10]=2)[N:5]=[C:4]([Cl:16])[N:3]=1.[O:17]1[CH2:21][CH2:20][CH2:19][CH:18]1[C:22]([N:24]1[CH2:29][CH2:28][NH:27][CH2:26][CH2:25]1)=[O:23].COCCO.Cl>C(O)C>[ClH:16].[NH2:1][C:2]1[C:11]2[C:6](=[CH:7][C:8]([O:14][CH3:15])=[C:9]([O:12][CH3:13])[CH:10]=2)[N:5]=[C:4]([N:27]2[CH2:28][CH2:29][N:24]([C:22]([CH:18]3[CH2:19][CH2:20][CH2:21][O:17]3)=[O:23])[CH2:25][CH2:26]2)[N:3]=1 |f:5.6|. Procedure details: A slurry of 60 grams (0.25 mol) of 4-amino-2-chloro-6,7-dimethoxy-quinazoline, 55.3 g (0.3 tool) of 1-(2-tetrahydrofuroyl)piperazine and 175 grams of 2-methoxyethanol was heated, under a nitrogen atmosphere with mechanical stirring, to 120°-123° C. for eight hours. The slurry was then cooled to 70° C. and 140 ml of 3A 200 proof ethanol was added. The resulting mixture was heated to 60°-70° C. for one hour and then cooled to 0°-5° C. To the cooled solution was added 2.5 g of concentrated aqueous ... Starting materials: CCOC(=O)C(=O)N(Cc1ccc(N)cc1)Cc1ccc(C(F)(F)F)cc1, CCCCCCCCCCC1CO1, CC#N, [O-][Cl+3]([O-])([O-])[O-], [O-][Cl+3]([O-])([O-])[O-], [Mg+2], O. Yields the product CCCCCCCCCCC(O)CNc1ccc(CN(Cc2ccc(C(F)(F)F)cc2)C(=O)C(=O)OCC)cc1. Reaction SMILES: [CH2:1]([CH3:2])[O:3][C:4]([C:5](=[O:6])[N:7]([CH2:8][c:9]1[cH:10][cH:11][c:12]([C:15]([F:16])([F:17])[F:18])[cH:13][cH:14]1)[CH2:19][c:20]1[cH:21][cH:22][c:23]([NH2:26])[cH:24][cH:25]1)=[O:27].[CH2:28]1[CH:29]([CH2:30][CH2:31][CH2:32][CH2:33][CH2:34][CH2:35][CH2:36][CH2:37][CH2:38][CH3:39])[O:40]1.[CH3:53][C:54]#[N:55].[Cl+3:41]([O-:42])([O-:43])([O-:44])[O-:45].[Cl+3:47]([O-:48])([O-:49])([O-:50])[O-:51].[Mg+2:46].[OH2:52]>>[CH2:1]([CH3:2])[O:3][C:4]([C:5](=[O:6])[N:7]([CH2:8][c:9]1[cH:10][cH:11][c:12]([C:15]([F:16])([F:17])[F:18])[cH:13][cH:14]1)[CH2:19][c:20]1[cH:21][cH:22][c:23]([NH:26][CH2:28][CH:29]([CH2:30][CH2:31][CH2:32][CH2:33][CH2:34][CH2:35][CH2:36][CH2:37][CH2:38][CH3:39])[OH:40])[cH:24][cH:25]1)=[O:27].